describe an organic reaction: reactants, conditions, products, and yield From a dataset of the Open Reaction Database (ORD), a public repository of structured organic reaction records. The reactants are COCCN, CN(C)c1ccncc1, CCN(C(C)C)C(C)C, Cc1c(C(=O)c2ccc(Cl)cc2Cl)oc2cc(-c3cccc(C(=O)O)c3)ccc12, ClCCl. Product: COCCNC(=O)c1cccc(-c2ccc3c(C)c(C(=O)c4ccc(Cl)cc4Cl)oc3c2)c1. As a reaction SMILES: [CH3:30][O:31][CH2:32][CH2:33][NH2:34].[CH3:47][N:48]([c:49]1[cH:50][cH:51][n:52][cH:53][cH:54]1)[CH3:55].[CH:35]([N:36]([CH2:37][CH3:38])[CH:39]([CH3:40])[CH3:41])([CH3:42])[CH3:43].[Cl:1][c:2]1[c:3]([C:4](=[O:5])[c:6]2[o:7][c:8]3[c:9]([c:10]2[CH3:11])[cH:12][cH:13][c:14](-[c:16]2[cH:17][c:18]([C:19](=[O:20])[OH:21])[cH:22][cH:23][cH:24]2)[cH:15]3)[cH:25][cH:26][c:27]([Cl:29])[cH:28]1.[Cl:44][CH2:45][Cl:46]>>[Cl:1][c:2]1[c:3]([C:4](=[O:5])[c:6]2[o:7][c:8]3[c:9]([c:10]2[CH3:11])[cH:12][cH:13][c:14](-[c:16]2[cH:17][c:18]([C:19](=[O:20])[NH:34][CH2:33][CH2:32][O:31][CH3:30])[cH:22][cH:23][cH:24]2)[cH:15]3)[cH:25][cH:26][c:27]([Cl:29])[cH:28]1. Reactants: Intermediate 213, FC(C(=O)O)(F)F.C[C@H](CCC)OC=1NC(=C2N=C(N=C2N1)OC)N (2-{[(1R)-1-methylbutyl]oxy}-8-(methyloxy)-1H-purin-6-amine trifluoroacetate), BrCCCCC1OCCCC1 (2-(4-bromobutyl)tetrahydro-2H-pyran). Yields the product C[C@H](CCC)OC1=NC(=C2N=C(N(C2=N1)CCCCC1OCCCC1)OC)N (2-{[(1R)-1-Methylbutyl]oxy}-8-(methyloxy)-9-[4-(tetrahydro-2H-pyran-2-yl)butyl]-9H-purin-6-amine). RXN SMILES: FC(F)(F)C(O)=O.[CH3:8][C@@H:9]([O:13][C:14]1[NH:15][C:16]([NH2:25])=[C:17]2[C:21]([N:22]=1)=[N:20][C:19]([O:23][CH3:24])=[N:18]2)[CH2:10][CH2:11][CH3:12].Br[CH2:27][CH2:28][CH2:29][CH2:30][CH:31]1[CH2:36][CH2:35][CH2:34][CH2:33][O:32]1>>[CH3:8][C@@H:9]([O:13][C:14]1[N:22]=[C:21]2[C:17]([N:18]=[C:19]([O:23][CH3:24])[N:20]2[CH2:27][CH2:28][CH2:29][CH2:30][CH:31]2[CH2:36][CH2:35][CH2:34][CH2:33][O:32]2)=[C:16]([NH2:25])[N:15]=1)[CH2:10][CH2:11][CH3:12] |f:0.1|. Reported procedure: Prepared similarly to Intermediate 213 from 2-{[(1R)-1-methylbutyl]oxy}-8-(methyloxy)-1H-purin-6-amine trifluoroacetate and 2-(4-bromobutyl)tetrahydro-2H-pyran. Starting materials: C(C)(C)(C)OC(=O)N1[C@H](CN(CC1)C(C)=O)C(NCC1=CC=C(C=C1)C(C)C)=O ((R)-4-acetyl-2-(4-isopropyl-benzylcarbamoyl)-piperazine-1-carboxylic acid tert-butyl ester), Cl.O1CCOCC1 (hydrogen chloride 1,4-dioxane). Solvent: C(Cl)(Cl)Cl (chloroform), C(C)(C)OC(C)C (diisopropyl ether). Yields the product C(C)(C)C1=CC=C(CNC(=O)[C@@H]2NCCN(C2)C(C)=O)C=C1 ((R)-4-acetyl-piperazine-2-carboxylic acid 4-isopropyl-benzylamide). The yield is 91.0%. As a reaction SMILES: C(OC([N:8]1[CH2:13][CH2:12][N:11]([C:14](=[O:16])[CH3:15])[CH2:10][C@@H:9]1[C:17](=[O:29])[NH:18][CH2:19][C:20]1[CH:25]=[CH:24][C:23]([CH:26]([CH3:28])[CH3:27])=[CH:22][CH:21]=1)=O)(C)(C)C.Cl.O1CCOCC1>C(Cl)(Cl)Cl.C(OC(C)C)(C)C>[CH:26]([C:23]1[CH:22]=[CH:21][C:20]([CH2:19][NH:18][C:17]([C@H:9]2[CH2:10][N:11]([C:14](=[O:16])[CH3:15])[CH2:12][CH2:13][NH:8]2)=[O:29])=[CH:25][CH:24]=1)([CH3:28])[CH3:27] |f:1.2|. Reported procedure: To a solution of the compound (4.72 g) obtained in Step 2 in chloroform (5 ml) was added, with stirring at room temperature, 4N hydrogen chloride/1,4-dioxane solution (20 ml). After stirring at room temperature for 3 hr, the reaction mixture was concentrated under reduced pressure. Toluene was added to the residue, and the mixture was concentrated again under reduced pressure. The obtained crude crystals were suspended in diisopropyl ether, collected by filtration and dried to give the title com... The reactants are O=C1OCCC1NC1=C(C=CC=C1C)C (N-(tetrahydro-2-oxo-3-furanyl)-2,6-dimethylbenzeneamine), 3-halotetrahydro-2-oxofuran. Run in O (water). The product is CC1=C(C(=CC=C1)C)N (2,6-dimethylbenzeneamine), O=C1OCCC1NC1=C(C=CC=C1C)C (N-(tetrahydro-2-oxo-3-furanyl)-2,6-dimethylbenzeneamine). Reaction SMILES: [O:1]=[C:2]1[CH:6]([NH:7][C:8]2[C:13]([CH3:14])=[CH:12][CH:11]=[CH:10][C:9]=2[CH3:15])[CH2:5][CH2:4][O:3]1>O>[CH3:15][C:9]1[CH:10]=[CH:11][CH:12]=[C:13]([CH3:14])[C:8]=1[NH2:7].[O:1]=[C:2]1[CH:6]([NH:7][C:8]2[C:9]([CH3:15])=[CH:10][CH:11]=[CH:12][C:13]=2[CH3:14])[CH2:5][CH2:4][O:3]1. Procedure: A process for making N-(tetrahydro-2-oxo-3-furanyl)-2,6-dimethylbenzeneamine which comprises reacting 3-halotetrahydro-2-oxofuran, wherein the halo group is bromo or chloro, with 2,6-dimethylbenzeneamine in the presence of water and a base at a temperature between 80° and 160° C. to form N-(tetrahydro-2-oxo-3-furanyl)-2,6-dimethylbenzeneamine, and wherein the base is gradually added to the reaction zone so as to maintain the pH below about 7.5.